From a dataset of the Open Reaction Database (ORD), a public repository of structured organic reaction records. describe an organic reaction: reactants, conditions, products, and yield RXN SMILES: [NH2:1][C:2]1[CH:3]=[N:4][CH:5]=[CH:6][C:7]=1[CH:8]=O.[CH3:10][O:11][C:12]1[CH:17]=[CH:16][CH:15]=[C:14]([O:18][CH3:19])[C:13]=1[CH2:20][CH2:21][C:22]#[N:23]>>[CH3:19][O:18][C:14]1[CH:15]=[CH:16][CH:17]=[C:12]([O:11][CH3:10])[C:13]=1[CH2:20][C:21]1[C:22]([NH2:23])=[N:1][C:2]2[C:7]([CH:8]=1)=[CH:6][CH:5]=[N:4][CH:3]=2. The reactants are NC=1C=NC=CC1C=O (3-amino-4-pyridine carboxaldehyde), COC1=C(C(=CC=C1)OC)CCC#N (3-(2,6-dimethoxyphenyl)propionitrile). Reported procedure: The title compound was synthesized according to EXAMPLE 11 from 3-amino-4-pyridine carboxaldehyde and 3-(2,6-dimethoxyphenyl)propionitrile The product is COC1=C(CC=2C(=NC3=CN=CC=C3C2)N)C(=CC=C1)OC (3-(2,6-Dimethoxybenzyl)-1,7-naphthyridin-2-amine). Starting materials: CCC(C=C(C#N)C(=O)OCc1ccccc1)CC, C1CCC2=NCCCN2CC1, CC#N, C[N+](=O)[O-]. Product: CCC(CC)C1CC1(C#N)C(=O)OCc1ccccc1. As a reaction SMILES: [CH2:1]([c:2]1[cH:3][cH:4][cH:5][cH:6][cH:7]1)[O:8][C:9]([C:10](=[CH:11][CH:12]([CH2:13][CH3:14])[CH2:15][CH3:16])[C:17]#[N:18])=[O:19].[CH2:24]1[CH2:25][CH2:26][C:27]2=[N:32][CH2:31][CH2:30][CH2:29][N:28]2[CH2:33][CH2:34]1.[CH3:35][C:36]#[N:37].[N+:20]([O-:21])(=[O:22])[CH3:23]>>[CH2:1]([c:2]1[cH:3][cH:4][cH:5][cH:6][cH:7]1)[O:8][C:9]([C:10]1([C:17]#[N:18])[CH:11]([CH:12]([CH2:13][CH3:14])[CH2:15][CH3:16])[CH2:23]1)=[O:19]. Starting materials: Nc1cccc(COCc2cccc(Cl)c2)n1, O=S(=O)(Cl)c1ccc(F)c(C(F)(F)F)c1. The product is O=S(=O)(Nc1cccc(COCc2cccc(Cl)c2)n1)c1ccc(F)c(C(F)(F)F)c1. RXN SMILES: [Cl:1][c:2]1[cH:3][c:4]([CH2:5][O:6][CH2:7][c:8]2[cH:9][cH:10][cH:11][c:12]([NH2:14])[n:13]2)[cH:15][cH:16][cH:17]1.[F:18][c:19]1[c:20]([C:29]([F:30])([F:31])[F:32])[cH:21][c:22]([S:25](=[O:26])(=[O:27])[Cl:28])[cH:23][cH:24]1>>[Cl:1][c:2]1[cH:3][c:4]([CH2:5][O:6][CH2:7][c:8]2[cH:9][cH:10][cH:11][c:12]([NH:14][S:25]([c:22]3[cH:21][c:20]([C:29]([F:30])([F:31])[F:32])[c:19]([F:18])[cH:24][cH:23]3)(=[O:26])=[O:27])[n:13]2)[cH:15][cH:16][cH:17]1.